Dataset: the Open Reaction Database (ORD), a public repository of structured organic reaction records. Task: describe an organic reaction: reactants, conditions, products, and yield The reactants are [OH-].[K+] (Potassium hydroxide), Cl.C(C)N(CC(CNC1=CC=C(C=2C(C3=CC=CC=C3C(C12)=O)=O)NCC(CCl)O)O)CC (1-(3-diethylamino-2-hydroxypropylamino)-4-(3-chloro-2-hydroxypropylamino)-9, 10-anthracenedione hydrochloride salt), Cl.C(C)N(CC(CNC1=CC=C(C=2C(C3=CC=CC=C3C(C12)=O)=O)NCC(CCl)O)O)CC (1-(3-Diethylamino-2-Hydroxypropylamino)-4-(3-Chloro-2-Hydroxypropylamino)-9, 10-Anthracenedione Hydrochloride Salt). The solvent is CO (methanol). Run at time 48 hour. The product is C(C)N(CC(CNC1=CC=C(C=2C(C3=CC=CC=C3C(C12)=O)=O)NCC1CO1)O)CC (1-(3-diethylamino-2-hydroxypropylamino)-4-(2, 3-epoxypropylamino)-9, 10-anthracenedione). As a reaction SMILES: [OH-].[K+].Cl.[CH2:4]([N:6]([CH2:34][CH3:35])[CH2:7][CH:8]([OH:33])[CH2:9][NH:10][C:11]1[C:24]2[C:23](=[O:25])[C:22]3[C:17](=[CH:18][CH:19]=[CH:20][CH:21]=3)[C:16](=[O:26])[C:15]=2[C:14]([NH:27][CH2:28][CH:29]([OH:32])[CH2:30]Cl)=[CH:13][CH:12]=1)[CH3:5]>CO>[CH2:4]([N:6]([CH2:34][CH3:35])[CH2:7][CH:8]([OH:33])[CH2:9][NH:10][C:11]1[C:24]2[C:23](=[O:25])[C:22]3[C:17](=[CH:18][CH:19]=[CH:20][CH:21]=3)[C:16](=[O:26])[C:15]=2[C:14]([NH:27][CH2:28][CH:29]2[O:32][CH2:30]2)=[CH:13][CH:12]=1)[CH3:5] |f:0.1,2.3|. Procedure details: Potassium hydroxide (0.3 g, 5.36 mmole) was added to a solution of 1-(3-diethylamino-2-hydroxypropylamino)-4-(3-chloro-2-hydroxypropylamino)-9, 10-anthracenedione hydrochloride salt (1 g, 1.78 mmole), the compound of Example 3, in methanol. The mixture was stirred at room temperature for 48 hours. Solvent was removed under reduced pressure and the residue was purified by flash column chromatography (silica gel, chloroform with a methanol gradient up to a ratio of 10:1) to give the title product ... Starting materials: CCc1cc(-c2cncc(C(=O)O)c2)c(C)[nH]c1=O, NCCC1CCOCC1. Yields the product CCc1cc(-c2cncc(C(=O)NCCC3CCOCC3)c2)c(C)[nH]c1=O. RXN SMILES: [CH2:1]([CH3:2])[c:3]1[cH:4][c:5](-[c:11]2[cH:12][n:13][cH:14][c:15]([C:17](=[O:18])[OH:19])[cH:16]2)[c:6]([CH3:10])[nH:7][c:8]1=[O:9].[O:20]1[CH2:21][CH2:22][CH:23]([CH2:26][CH2:27][NH2:28])[CH2:24][CH2:25]1>>[CH2:1]([CH3:2])[c:3]1[cH:4][c:5](-[c:11]2[cH:12][n:13][cH:14][c:15]([C:17](=[O:19])[NH:28][CH2:27][CH2:26][CH:23]3[CH2:22][CH2:21][O:20][CH2:25][CH2:24]3)[cH:16]2)[c:6]([CH3:10])[nH:7][c:8]1=[O:9]. Reactants: NC1=CC=CC=2C1=CC=1C3=C(C(N(C(C23)=O)CCN(C)C)=O)C=CC1 (8-amino-2-[2-(dimethylamino)ethyl]-1H-dibenzo[de,h]isoquinoline-1,3(2H)-dione), C1OC=2C=C(C=CC2O1)N=C=O (3,4-(methylenedioxy)phenyl isocyanate). The solvent is C(C)#N (acetonitrile), C(C)#N (acetonitrile). Reaction conditions: temperature 20 celsius, time 24 hour. The product is O1COC2=C1C=CC(=C2)NC(=O)NC2=CC=CC=1C2=CC=2C3=C(C(N(C(C13)=O)CCN(C)C)=O)C=CC2 (1-(1,3-benzodioxol-5-yl)-3-{2-[2-(dimethylamino)ethyl]-1,3-dioxo-2,3-dihydro-1H-dibenzo[de,h]isoquinolin-8-yl}urea). Isolated yield 51.0%. As a reaction SMILES: [NH2:1][C:2]1[C:7]2=[CH:8][C:9]3[C:10]4[C:15]([C:14](=[O:16])[N:13]([CH2:17][CH2:18][N:19]([CH3:21])[CH3:20])[C:12](=[O:22])[C:11]=4[CH:23]=[CH:24][CH:25]=3)=[C:6]2[CH:5]=[CH:4][CH:3]=1.[CH2:26]1[O:34][C:33]2[CH:32]=[CH:31][C:30]([N:35]=[C:36]=[O:37])=[CH:29][C:28]=2[O:27]1>C(#N)C>[O:34]1[C:33]2[CH:32]=[CH:31][C:30]([NH:35][C:36]([NH:1][C:2]3[C:7]4=[CH:8][C:9]5[C:10]6[C:15]([C:14](=[O:16])[N:13]([CH2:17][CH2:18][N:19]([CH3:20])[CH3:21])[C:12](=[O:22])[C:11]=6[CH:23]=[CH:24][CH:25]=5)=[C:6]4[CH:5]=[CH:4][CH:3]=3)=[O:37])=[CH:29][C:28]=2[O:27][CH2:26]1. Reported procedure: A solution of 100 mg (0.30 mmole) of 8-amino-2-[2-(dimethylamino)ethyl]-1H-dibenzo[de,h]isoquinoline-1,3(2H)-dione (obtained in example 4) in 4 mL of acetonitrile was stirred at 20° C. 3,4-(methylenedioxy)phenyl isocyanate (4 molar equivalents) in 3 mL acetonitrile were added. The mixture was magnetically stirred at 20° C. during 24 hours. The solvent was then evaporated under reduced pressure and the residue was submitted to a flash chromatography on silica (eluent: CH2Cl2/methanol in a 95:5 vo...